This data is from the Open Reaction Database (ORD), a public repository of structured organic reaction records. The task is: describe an organic reaction: reactants, conditions, products, and yield Reactants: C(C)(C)O (isopropanol), C(C=C)C=1C(=NC=2N(C1Cl)N=CC2)Cl (6-allyl-5,7-dichloropyrazolo[1,5-a]pyrimidine), CCOC1=CC=C(C=C1)N (phenethidine). Solvent: C(C)N(CC)CC (triethylamine). Conditions: temperature 40 celsius, time 5 hour. Product: C(C=C)C=1C(=NC=2N(C1NC1=CC=C(C=C1)OCC)N=CC2)Cl ((6-ally-5-chloropyrazolo[1,5-a]pyrimidin-7-yl)(4 ethoxyphenyl)amine). The yield is 100.0%. Reaction SMILES: C(O)(C)C.[CH2:5]([C:8]1[C:9]([Cl:18])=[N:10][C:11]2[N:12]([N:15]=[CH:16][CH:17]=2)[C:13]=1Cl)[CH:6]=[CH2:7].[CH3:19][CH2:20][O:21][C:22]1[CH:27]=[CH:26][C:25]([NH2:28])=[CH:24][CH:23]=1>C(N(CC)CC)C>[CH2:5]([C:8]1[C:9]([Cl:18])=[N:10][C:11]2[N:12]([N:15]=[CH:16][CH:17]=2)[C:13]=1[NH:28][C:25]1[CH:26]=[CH:27][C:22]([O:21][CH2:20][CH3:19])=[CH:23][CH:24]=1)[CH:6]=[CH2:7]. Procedure details: To an isopropanol (52 mL) solution containing 6-allyl-5,7-dichloropyrazolo[1,5-a]pyrimidine (5.98 g), triethylamine (12.7 mL) and phenethidine (4.30 g) were added, and this mixture was stirred at 40° C. for 5 hr. After the reaction, the solvent was distilled off. Saturated aqueous sodium hydrogen carbonate was added to the residue, and the mixture was extracted with ethyl acetate. The combined ethyl acetate layer was dried over sodium sulfate. After the sodium sulfate was filtered off, the filtr... Reactants: BrCC(=O)C1=C(C=C(C=C1)O)F (2-bromo-1-(2-fluoro-4-hydroxyphenyl)ethanone), C[Si](C)(C)C#N (trimethylsilyl cyanide), [F-].C(CCC)[N+](CCCC)(CCCC)CCCC (tetrabutyl-ammonium fluoride). The solvent is C(C)#N (acetonitrile), [Cl-].[Na+] (sodium chloride). Reaction conditions: time 16 hour. The product is FC1=C(C=CC(=C1)O)C(CC#N)=O (3-(2-fluoro-4-hydroxyphenyl)-3-oxopropanenitrile). Isolated yield 62.4%. Reaction SMILES: Br[CH2:2][C:3]([C:5]1[CH:10]=[CH:9][C:8]([OH:11])=[CH:7][C:6]=1[F:12])=[O:4].C[Si]([C:17]#[N:18])(C)C.[F-].C([N+](CCCC)(CCCC)CCCC)CCC>C(#N)C.[Cl-].[Na+]>[F:12][C:6]1[CH:7]=[C:8]([OH:11])[CH:9]=[CH:10][C:5]=1[C:3](=[O:4])[CH2:2][C:17]#[N:18] |f:2.3,5.6|. Procedure: To a solution of 2.5 g (10.73 mmol) of 2-bromo-1-(2-fluoro-4-hydroxyphenyl)ethanone in 100 ml of acetonitrile are respectively added 1.2 g (11.8 mmol) of trimethylsilyl cyanide and 12.3 ml (12.3 mmol) of tetrabutyl-ammonium fluoride solution (1M in THF). The reaction mixture is stirred at room temperature for 16 h then diluted with an aqueous solution saturated with sodium chloride. The product is extracted several times with ethyl acetate. The organic phases are combined, dried over magnesium s...